This data is from the Open Reaction Database (ORD), a public repository of structured organic reaction records. The task is: describe an organic reaction: reactants, conditions, products, and yield The reactants are C[Al](C)C, Cc1ccccc1, COC(=O)c1cc2nc(Nc3c(F)cccc3Cl)[nH]c2c2c1OC(C)(C)C2, Nc1cc(F)c(F)cc1F. Yields the product CC1(C)Cc2c(c(C(=O)Nc3cc(F)c(F)cc3F)cc3nc(Nc4c(F)cccc4Cl)[nH]c23)O1. As a reaction SMILES: [CH3:38][Al:39]([CH3:40])[CH3:41].[CH3:42][c:43]1[cH:44][cH:45][cH:46][cH:47][cH:48]1.[Cl:1][c:2]1[c:3]([NH:9][c:10]2[nH:11][c:12]3[c:13]([n:14]2)[cH:15][c:16]([C:24]([O:26][CH3:25])=[O:27])[c:17]2[c:18]3[CH2:19][C:20]([CH3:22])([CH3:23])[O:21]2)[c:4]([F:8])[cH:5][cH:6][cH:7]1.[F:28][c:29]1[c:30]([NH2:31])[cH:32][c:33]([F:37])[c:34]([F:36])[cH:35]1>>[Cl:1][c:2]1[c:3]([NH:9][c:10]2[nH:11][c:12]3[c:13]([n:14]2)[cH:15][c:16]([C:24](=[O:26])[NH:31][c:30]2[c:29]([F:28])[cH:35][c:34]([F:36])[c:33]([F:37])[cH:32]2)[c:17]2[c:18]3[CH2:19][C:20]([CH3:22])([CH3:23])[O:21]2)[c:4]([F:8])[cH:5][cH:6][cH:7]1. Reactants: ClC1=CC2=C(C=3C(CN=C2C2=C(C=CC=C2)Cl)=CNC3C)C=C1 (8-chloro-6-(2-chlorophenyl)-1-methyl-2H,4H-pyrrolo[3,4-d][2]benzazepine), OO (hydrogen peroxide), solution, S(O)(O)(=O)=O (sulfuric acid). The solvent is C(C)(=O)O (acetic acid), C(Cl)Cl (methylene chloride), [OH-].[NH4+] (ammonium hydroxide). Conditions: time 1 hour. Product: ClC1=CC2=C(C3=C(CN=C2C2=C(C=CC=C2)Cl)C(NC3C)=O)C=C1 (8-chloro-6-(2-chlorophenyl)-1,4-dihydro-1-methylpyrrolo[3,4-d][2]benzazepin-3(2H)-one). RXN SMILES: [OH:1]O.S(=O)(=O)(O)O.[Cl:8][C:9]1[CH:30]=[CH:29][C:12]2[C:13]3[C:14](=[CH:25][NH:26][C:27]=3[CH3:28])[CH2:15][N:16]=[C:17]([C:18]3[CH:23]=[CH:22][CH:21]=[CH:20][C:19]=3[Cl:24])[C:11]=2[CH:10]=1>C(O)(=O)C.C(Cl)Cl.[OH-].[NH4+]>[Cl:8][C:9]1[CH:30]=[CH:29][C:12]2[C:13]3[CH:27]([CH3:28])[NH:26][C:25](=[O:1])[C:14]=3[CH2:15][N:16]=[C:17]([C:18]3[CH:23]=[CH:22][CH:21]=[CH:20][C:19]=3[Cl:24])[C:11]=2[CH:10]=1 |f:5.6|. Procedure: In one portion, 1 ml of 30% hydrogen peroxide was added to 40 ml of a 1% solution of concentrated sulfuric acid in acetic acid. After stirring for 1 hour, 2.0 g (5.8 mmol) of 8-chloro-6-(2-chlorophenyl)-1-methyl-2H,4H-pyrrolo[3,4-d][2]benzazepine were added, and the resulting mixture was stirred at room temperature for 30 minutes. The mixture was diluted with methylene chloride and neutralized with concentrated ammonium hydroxide solution. The methylene chloride solution was dried over anhydrous...